Dataset: the Open Reaction Database (ORD), a public repository of structured organic reaction records. Task: describe an organic reaction: reactants, conditions, products, and yield Reactants: C(C)(=O)NC1=C(C(=NC(=C1)I)C(=O)OC)Cl (4-acetylamino-3-chloro-6-iodopyridine-2-carboxylic acid, methyl ester), C(C)(=O)Cl (acetyl chloride), O (water). The solvent is CO (methanol). Yields the product NC1=C(C(=NC(=C1)I)C(=O)OC)Cl (4-amino-3-chloro-6-iodopyridine-2-carboxylic acid, methyl ester). Yield: 78.6%. As a reaction SMILES: C([NH:4][C:5]1[CH:10]=[C:9]([I:11])[N:8]=[C:7]([C:12]([O:14][CH3:15])=[O:13])[C:6]=1[Cl:16])(=O)C.C(Cl)(=O)C.O>CO>[NH2:4][C:5]1[CH:10]=[C:9]([I:11])[N:8]=[C:7]([C:12]([O:14][CH3:15])=[O:13])[C:6]=1[Cl:16]. Procedure: To solution of 4-acetylamino-3-chloro-6-iodopyridine-2-carboxylic acid, methyl ester (5.0 g, 14 mmol) in methanol (25 mL) was added acetyl chloride (1 mL) and the solution heated under reflux for 1 hour. The solution was cooled and water (25 mL) added and the precipitate was collected. Recrystallization from methanol gave 4-amino-3-chloro-6-iodopyridine-2-carboxylic acid, methyl ester (3.5 g, 11 mmol) mp 152-153° C.